From a dataset of the Open Reaction Database (ORD), a public repository of structured organic reaction records. describe an organic reaction: reactants, conditions, products, and yield Run at temperature 80 celsius, time 18 hour. Product: CC(C)(C)OC(=O)N1CC[C@@H](NCc2ccccc2)[C@H](O)C1. As a reaction SMILES: [NH2:1][CH2:2][c:3]1[cH:8][cH:7][cH:6][cH:5][cH:4]1.[CH3:9][C:10]([O:13][C:14]([N:16]1[CH2:22][C@@H:21]([C@H:19]2[CH2:18][CH2:17]1)[O:20]2)=[O:15])([CH3:12])[CH3:11]>>[CH3:9][C:10]([O:13][C:14]([N:16]1[CH2:22][C@@H:21]([OH:20])[C@H:19]([NH:1][CH2:2][c:3]2[cH:8][cH:7][cH:6][cH:5][cH:4]2)[CH2:18][CH2:17]1)=[O:15])([CH3:12])[CH3:11]. Starting materials: c1(ccccc1)CN, C1CN(C[C@H]2[C@@H]1O2)C(=O)OC(C)(C)C. Solvent: CCO (EtOH). The reagents and catalysts are Cl[Ag] (AgCl), c1ccc(cc1)-c2c3ccccc3cc4ccccc24 (9-Phenylanthracene). Starting materials: Br, O=C([O-])O, CCCc1ccc(OCCC(C)C)c2c(=O)cc(-c3nnn[nH]3)oc12, Cl, [Na+], O. Yields the product CCCc1ccc(O)c2c(=O)cc(-c3nnn[nH]3)oc12. As a reaction SMILES: [BrH:26].[C:27](=[O:28])([OH:29])[O-:30].[CH3:1][CH:2]([CH3:3])[CH2:4][CH2:25][O:5][c:6]1[cH:7][cH:8][c:9]([CH2:22][CH2:23][CH3:24])[c:10]2[c:11]1[c:12](=[O:21])[cH:13][c:14](-[c:16]1[n:17][n:18][n:19][nH:20]1)[o:15]2.[ClH:32].[Na+:31].[OH2:33]>>[OH:5][c:6]1[cH:7][cH:8][c:9]([CH2:22][CH2:23][CH3:24])[c:10]2[c:11]1[c:12](=[O:21])[cH:13][c:14](-[c:16]1[n:17][n:18][n:19][nH:20]1)[o:15]2. Starting materials: CCOC(=O)CC(=O)c1c(Br)ncn1-c1ccc(C)cc1C, CCOC(OCC)OCC, CC(=O)OC(C)=O, CCCC(N)CCC. Yields the product CCCC(CCC)NC=C(C(=O)OCC)C(=O)c1c(Br)ncn1-c1ccc(C)cc1C. RXN SMILES: [Br:1][c:2]1[n:3][cH:4][n:5](-[c:15]2[c:16]([CH3:22])[cH:17][c:18]([CH3:21])[cH:19][cH:20]2)[c:6]1[C:7]([CH2:8][C:9](=[O:10])[O:11][CH2:12][CH3:13])=[O:14].[CH2:38]([O:39][CH:40]([O:41][CH2:42][CH3:43])[O:44][CH2:45][CH3:46])[CH3:47].[CH3:23][C:24]([O:25][C:26](=[O:27])[CH3:28])=[O:29].[NH2:30][CH:31]([CH2:32][CH2:33][CH3:34])[CH2:35][CH2:36][CH3:37]>>[Br:1][c:2]1[n:3][cH:4][n:5](-[c:15]2[c:16]([CH3:22])[cH:17][c:18]([CH3:21])[cH:19][cH:20]2)[c:6]1[C:7]([C:8]([C:9](=[O:10])[O:11][CH2:12][CH3:13])=[CH:23][NH:30][CH:31]([CH2:32][CH2:33][CH3:34])[CH2:35][CH2:36][CH3:37])=[O:14]. Reactants: O=C([O-])[O-], CC(C)CCBr, [I-], [K+], [K+], [K+], O=NN1CCNCC1, CN(C)C=O. Yields the product CC(C)CCN1CCN(N=O)CC1. Reaction SMILES: [C:15](=[O:16])([O-:17])[O-:18].[CH3:1][CH:2]([CH2:3][CH2:4][Br:5])[CH3:6].[I-:22].[K+:19].[K+:20].[K+:21].[N:7](=[O:8])[N:9]1[CH2:10][CH2:11][NH:12][CH2:13][CH2:14]1.[O:23]=[CH:24][N:25]([CH3:26])[CH3:27]>>[CH3:1][CH:2]([CH2:3][CH2:4][N:12]1[CH2:11][CH2:10][N:9]([N:7]=[O:8])[CH2:14][CH2:13]1)[CH3:6].